Dataset: the Open Reaction Database (ORD), a public repository of structured organic reaction records. Task: describe an organic reaction: reactants, conditions, products, and yield The reactants are CCO, Cl, N#Cc1nc(NCC(c2ccccc2)c2ccccc2)c2ncn(C3CCCCO3)c2n1. The product is N#Cc1nc(NCC(c2ccccc2)c2ccccc2)c2nc[nH]c2n1. As a reaction SMILES: [CH3:34][CH2:35][OH:36].[ClH:33].[c:1]1([CH:7]([CH2:8][NH:9][c:10]2[c:11]3[n:12][cH:13][n:14]([CH:21]4[CH2:22][CH2:23][CH2:24][CH2:25][O:26]4)[c:15]3[n:16][c:17]([C:19]#[N:20])[n:18]2)[c:27]2[cH:28][cH:29][cH:30][cH:31][cH:32]2)[cH:2][cH:3][cH:4][cH:5][cH:6]1>>[c:1]1([CH:7]([CH2:8][NH:9][c:10]2[c:11]3[n:12][cH:13][nH:14][c:15]3[n:16][c:17]([C:19]#[N:20])[n:18]2)[c:27]2[cH:28][cH:29][cH:30][cH:31][cH:32]2)[cH:2][cH:3][cH:4][cH:5][cH:6]1.